From a dataset of the Open Reaction Database (ORD), a public repository of structured organic reaction records. describe an organic reaction: reactants, conditions, products, and yield Reactants: FC1=CC=C(C=C1)C1=NN(C=C1C1=CC(=NC=C1)NCC(F)(F)F)C1=NNC(C=C1)=O (3-(4-fluorophenyl)-1-(1,6-dihydro-6-oxopyridazin-3-yl)-4-[2-(2,2,2-trifluoroethyl)aminopyridin-4-yl]-1H-pyrazole), NC1=NC=CC(=C1)C=1C(=NN(C1)C1=NNC(C=C1)=O)C1=CC=CC=C1 (4-(2-aminopyridin-4-yl)-1(1,6-dihydro-6-oxopyridazin-3-yl)-3-phenyl-1H-pyrazole). Product: FC1=CC=C(C=C1)C1=NN(C=C1C1=CC(=NC=C1)NCC(F)(F)F)C1=NNC(CC1)=O (3-(4-Fluorophenyl)-1(1,4,5,6-tetrahydro-6-oxopyridazin-3-yl)-4-[2-(2,2,2-trifluoroethyl)aminopyridin-4-yl]-1H-pyrazole). The yield is 64.0%. As a reaction SMILES: [F:1][C:2]1[CH:7]=[CH:6][C:5]([C:8]2[C:12]([C:13]3[CH:18]=[CH:17][N:16]=[C:15]([NH:19][CH2:20][C:21]([F:24])([F:23])[F:22])[CH:14]=3)=[CH:11][N:10]([C:25]3[CH:30]=[CH:29][C:28](=[O:31])[NH:27][N:26]=3)[N:9]=2)=[CH:4][CH:3]=1.NC1C=C(C2C(C3C=CC=CC=3)=NN(C3C=CC(=O)NN=3)C=2)C=CN=1>>[F:1][C:2]1[CH:3]=[CH:4][C:5]([C:8]2[C:12]([C:13]3[CH:18]=[CH:17][N:16]=[C:15]([NH:19][CH2:20][C:21]([F:23])([F:22])[F:24])[CH:14]=3)=[CH:11][N:10]([C:25]3[CH2:30][CH2:29][C:28](=[O:31])[NH:27][N:26]=3)[N:9]=2)=[CH:6][CH:7]=1. Procedure: The reaction was carried out in the same manner as in Example 49 except for using 200 mg (0.47 mmol) of 3-(4-fluorophenyl)-1-(1,6-dihydro-6-oxopyridazin-3-yl)-4-[2-(2,2,2-trifluoroethyl)aminopyridin-4-yl]-1H-pyrazole obtained in Example 28-2) in place of 4-(2-aminopyridin-4-yl)-1(1,6-dihydro-6-oxopyridazin-3-yl)-3-phenyl-1H-pyrazole to obtain 130 mg of the title compound as a white powder. (Yield: 65%)